From a dataset of the Open Reaction Database (ORD), a public repository of structured organic reaction records. describe an organic reaction: reactants, conditions, products, and yield Reactants: COc1ccc(P2(=S)SP(=S)(c3ccc(OC)cc3)S2)cc1, CC(=O)NCC1CN(c2ccc(N3CCC(C#N)(Nc4cccnc4)CC3)c(F)c2)C(=O)O1. Product: CC(=S)NCC1CN(c2ccc(N3CCC(C#N)(Nc4cccnc4)CC3)c(F)c2)C(=O)O1. RXN SMILES: [CH3:34][O:35][c:36]1[cH:37][cH:38][c:39]([P:40]2(=[S:43])[S:41][P:42]([c:44]3[cH:45][cH:46][c:47]([O:48][CH3:49])[cH:50][cH:51]3)(=[S:52])[S:53]2)[cH:54][cH:55]1.[n:1]1[cH:2][c:3]([NH:7][C:8]2([C:32]#[N:33])[CH2:9][CH2:10][N:11]([c:14]3[c:15]([F:31])[cH:16][c:17]([N:20]4[C:21](=[O:30])[O:22][CH:23]([CH2:25][NH:26][C:27]([CH3:28])=[O:29])[CH2:24]4)[cH:18][cH:19]3)[CH2:12][CH2:13]2)[cH:4][cH:5][cH:6]1>>[n:1]1[cH:2][c:3]([NH:7][C:8]2([C:32]#[N:33])[CH2:9][CH2:10][N:11]([c:14]3[c:15]([F:31])[cH:16][c:17]([N:20]4[C:21](=[O:30])[O:22][CH:23]([CH2:25][NH:26][C:27]([CH3:28])=[S:43])[CH2:24]4)[cH:18][cH:19]3)[CH2:12][CH2:13]2)[cH:4][cH:5][cH:6]1.